This data is from the Open Reaction Database (ORD), a public repository of structured organic reaction records. The task is: describe an organic reaction: reactants, conditions, products, and yield The reactants are C(C)(C)(C)OC(=O)NCCCC(=O)O (4-(tert-butoxycarbonylamino)butanoic acid), Cl.CN(CCCN=C=NCC)C (N-(3-dimethylaminopropyl)-N′-ethylcarbodiimide hydrochloride), ON1C(CCC1=O)=O (N-hydroxysuccinimide), CN(C)C=O (DMF). Solvent: CCOCC (Et2O). Conditions: temperature 0 celsius, time 2 hour. Product: C(C)(C)(C)OC(=O)NCCCC(=O)ON1C(CCC1=O)=O (2,5-dioxopyrrolidin-1-yl 4-(tert-butoxycarbonylamino)butanoate). As a reaction SMILES: [C:1]([O:5][C:6]([NH:8][CH2:9][CH2:10][CH2:11][C:12]([OH:14])=[O:13])=[O:7])([CH3:4])([CH3:3])[CH3:2].O[N:16]1[C:20](=[O:21])[CH2:19][CH2:18][C:17]1=[O:22].CN(C=O)C.Cl.CN(C)CCCN=C=NCC>CCOCC>[C:1]([O:5][C:6]([NH:8][CH2:9][CH2:10][CH2:11][C:12]([O:14][N:16]1[C:20](=[O:21])[CH2:19][CH2:18][C:17]1=[O:22])=[O:13])=[O:7])([CH3:4])([CH3:2])[CH3:3] |f:3.4|. Procedure details: A 100 mL round bottomed flask containing 4-(tert-butoxycarbonylamino)butanoic acid (1 g, 4.92 mmol) was treated with N-hydroxysuccinimide (0.680 g, 5.90 mmol), treated with DMF (8 ml), cooled to 0° C., treated with N-(3-dimethylaminopropyl)-N′-ethylcarbodiimide hydrochloride (1.226 g, 6.40 mmol), stirred at ambient temperature for 2 hours, diluted with Et2O (100 mL), washed with H2O (2×25 mL), dried (MgSO4), filtered and concentrated to provide the title compound. 1H NMR (CDCl3) δ 1.44 (s, 9H), ... Reactants: CO, COc1ccc(C(=O)OC2CCCC2)nc1OC1CCCC1, [K+], [OH-], O. The product is COc1ccc(C(=O)O)nc1OC1CCCC1. As a reaction SMILES: [CH3:26][OH:27].[CH:3]1([O:8][c:9]2[c:10]([O:23][CH3:24])[cH:11][cH:12][c:13]([C:15](=[O:16])[O:17][CH:18]3[CH2:19][CH2:20][CH2:21][CH2:22]3)[n:14]2)[CH2:4][CH2:5][CH2:6][CH2:7]1.[K+:2].[OH-:1].[OH2:25]>>[CH:3]1([O:8][c:9]2[c:10]([O:23][CH3:24])[cH:11][cH:12][c:13]([C:15](=[O:16])[OH:17])[n:14]2)[CH2:4][CH2:5][CH2:6][CH2:7]1. Reactants: C(C)(C)(C)C1=CC(=C(C=C1)C=1N([C@]([C@](N1)(C)C1=CC=C(C=C1)Cl)(C)C1=CC=C(C=C1)Cl)C(=O)Cl)OCC ((4S,5R)-2-(4-tert-butyl-2-ethoxy-phenyl)-4,5-bis-(4-chloro-phenyl)-4,5-dimethyl-4,5-dihydro-imidazole-1-carbonyl chloride), N1(CCNCC1)CC(=O)N1CCCC1 (2-piperazin-1-yl-1-pyrrolidin-1-yl-ethanone). Yields the product C(C)(C)(C)C1=CC(=C(C=C1)C=1N([C@]([C@](N1)(C)C1=CC=C(C=C1)Cl)(C)C1=CC=C(C=C1)Cl)C(=O)N1CCN(CC1)CC(=O)N1CCCC1)OCC (2-{4-[(4S,5R)-2-(4-tert-Butyl-2-ethoxy-phenyl)-4,5-bis-(4-chloro-phenyl)-4,5-dimethyl-4,5-dihydro-imidazole-1-carbonyl]-piperazin-1-yl}-1-pyrrolidin-1-yl-ethanone). Reaction SMILES: [C:1]([C:5]1[CH:10]=[CH:9][C:8]([C:11]2[N:12]([C:32](Cl)=[O:33])[C@@:13]([C:25]3[CH:30]=[CH:29][C:28]([Cl:31])=[CH:27][CH:26]=3)([CH3:24])[C@@:14]([C:17]3[CH:22]=[CH:21][C:20]([Cl:23])=[CH:19][CH:18]=3)([CH3:16])[N:15]=2)=[C:7]([O:35][CH2:36][CH3:37])[CH:6]=1)([CH3:4])([CH3:3])[CH3:2].[N:38]1([CH2:44][C:45]([N:47]2[CH2:51][CH2:50][CH2:49][CH2:48]2)=[O:46])[CH2:43][CH2:42][NH:41][CH2:40][CH2:39]1>>[C:1]([C:5]1[CH:10]=[CH:9][C:8]([C:11]2[N:12]([C:32]([N:41]3[CH2:40][CH2:39][N:38]([CH2:44][C:45]([N:47]4[CH2:48][CH2:49][CH2:50][CH2:51]4)=[O:46])[CH2:43][CH2:42]3)=[O:33])[C@@:13]([C:25]3[CH:26]=[CH:27][C:28]([Cl:31])=[CH:29][CH:30]=3)([CH3:24])[C@@:14]([C:17]3[CH:22]=[CH:21][C:20]([Cl:23])=[CH:19][CH:18]=3)([CH3:16])[N:15]=2)=[C:7]([O:35][CH2:36][CH3:37])[CH:6]=1)([CH3:2])([CH3:3])[CH3:4]. Procedure details: In a manner analogous to the method described in example 5, (4S,5R)-2-(4-tert-butyl-2-ethoxy-phenyl)-4,5-bis-(4-chloro-phenyl)-4,5-dimethyl-4,5-dihydro-imidazole-1-carbonyl chloride (example 4) was reacted with 2-piperazin-1-yl-1-pyrrolidin-1-yl-ethanone (Aldrich) to give the title compound. HR-MS (ES, m/z) calculated for C40H50N5O3Cl2 [(M+H)+] 718.3285, observed 718.3286.